This data is from the Open Reaction Database (ORD), a public repository of structured organic reaction records. The task is: describe an organic reaction: reactants, conditions, products, and yield Reactants: C(=O)C1=CC=C(C#N)C=C1 (4-formylbenzonitrile), SC1=C(C=CC=C1)CO ((2-mercaptophenyl)methanol), Cl (hydrogen chloride). Run in ClCCl (dichloromethane). Yields the product S1C(OCC2=C1C=CC=C2)C2=CC=C(C#N)C=C2 (4-(4H-benzo[d][1,3]oxathiin-2-yl)benzonitrile). RXN SMILES: [CH:1]([C:3]1[CH:10]=[CH:9][C:6]([C:7]#[N:8])=[CH:5][CH:4]=1)=[O:2].[SH:11][C:12]1[CH:17]=[CH:16][CH:15]=[CH:14][C:13]=1[CH2:18]O.Cl>ClCCl>[S:11]1[C:12]2[CH:17]=[CH:16][CH:15]=[CH:14][C:13]=2[CH2:18][O:2][CH:1]1[C:3]1[CH:10]=[CH:9][C:6]([C:7]#[N:8])=[CH:5][CH:4]=1. Reported procedure: Following the same procedure as outlined in Example 1 step b), 4-formylbenzonitrile (0.78 g, 5.95 mmol) and (2-mercaptophenyl)methanol (1 g, 7.14 mmol) in dichloromethane (30 ml) were treated with hydrogen chloride gas. After workup and chromatography, as in example 1 step b), the subtitle compound was obtained (1.12 g, 75%) as a white solid. 1H NMR (300 MHz, CDCl3, ppm) δ 5.10 (s, 2H); 6.15 (s, 1H); 7.04-7.21 (m, 4H); 7.59-7.68 (m, 4H); 13C NMR (75 MHz, CDCl3, ppm) δ 70.2; 81.7; 112.8; 118.6; 1... Starting materials: CC(=O)OC(C)=O, CC(C)(C)OC(=O)C1N(S(=O)(=O)c2ccc(OCC#CCCCCO)cc2)CCSC1(C)C, c1ccncc1. Product: CC(=O)OCCCCC#CCOc1ccc(S(=O)(=O)N2CCSC(C)(C)C2C(=O)OC(C)(C)C)cc1. Reaction SMILES: [CH3:34][C:35](=[O:36])[O:37][C:38](=[O:39])[CH3:40].[OH:1][CH2:2][CH2:3][CH2:4][CH2:5][C:6]#[C:7][CH2:8][O:9][c:10]1[cH:11][cH:12][c:13]([S:16](=[O:17])(=[O:18])[N:19]2[CH:20]([C:27](=[O:28])[O:29][C:30]([CH3:31])([CH3:32])[CH3:33])[C:21]([CH3:25])([CH3:26])[S:22][CH2:23][CH2:24]2)[cH:14][cH:15]1.[cH:41]1[cH:42][cH:43][n:44][cH:45][cH:46]1>>[O:1]([CH2:2][CH2:3][CH2:4][CH2:5][C:6]#[C:7][CH2:8][O:9][c:10]1[cH:11][cH:12][c:13]([S:16](=[O:17])(=[O:18])[N:19]2[CH:20]([C:27](=[O:28])[O:29][C:30]([CH3:31])([CH3:32])[CH3:33])[C:21]([CH3:25])([CH3:26])[S:22][CH2:23][CH2:24]2)[cH:14][cH:15]1)[C:35]([CH3:34])=[O:36]. Starting materials: CC(=O)[O-], CC(=O)O, O=C(Cl)CCl, COC(=O)c1cc2[nH]c(-c3ccc(OCc4ccccc4)cc3N)c(C3CCCCC3)c2s1, [Na+], C1CCOC1, O. The product is COC(=O)c1cc2[nH]c(-c3ccc(OCc4ccccc4)cc3NC(=O)CCl)c(C3CCCCC3)c2s1. Reaction SMILES: [CH3:35][C:36](=[O:37])[O-:38].[CH3:39][C:40](=[O:41])[OH:42].[Cl:43][CH2:44][C:45](=[O:46])[Cl:47].[NH2:1][c:2]1[c:3](-[c:16]2[c:17]([CH:28]3[CH2:29][CH2:30][CH2:31][CH2:32][CH2:33]3)[c:18]3[c:19]([nH:20]2)[cH:21][c:22]([C:24](=[O:25])[O:26][CH3:27])[s:23]3)[cH:4][cH:5][c:6]([O:8][CH2:9][c:10]2[cH:11][cH:12][cH:13][cH:14][cH:15]2)[cH:7]1.[Na+:34].[O:48]1[CH2:49][CH2:50][CH2:51][CH2:52]1.[OH2:53]>>[NH:1]([c:2]1[c:3](-[c:16]2[c:17]([CH:28]3[CH2:29][CH2:30][CH2:31][CH2:32][CH2:33]3)[c:18]3[c:19]([nH:20]2)[cH:21][c:22]([C:24](=[O:25])[O:26][CH3:27])[s:23]3)[cH:4][cH:5][c:6]([O:8][CH2:9][c:10]2[cH:11][cH:12][cH:13][cH:14][cH:15]2)[cH:7]1)[C:45]([CH2:44][Cl:43])=[O:46]. Reactants: C1(CCCCC1)N=C=NC1CCCCC1 (dicyclohexylcarbodiimide), C(C)(CC)C1=CC(=CC(=C1OCC(=O)O)Cl)Cl ((6-sec-butyl-2,4-dichloro phenoxy) acetic acid), SC=1SCCN1 (2-mercaptothiazoline). Reagents/catalysts: CN(C1=CC=NC=C1)C (4-dimethylamino-pyridine). Solvent: C(Cl)Cl (methylene chloride), C(Cl)Cl (methylene chloride). Run at temperature 0 celsius, time 4 hour. The product is C(C)(CC)C1=CC(=CC(=C1OCC(=O)N1C(SCC1)=S)Cl)Cl (N-[(6-sec-butyl-2,4-dichloro-phenoxy)-acetyl]-thiazolidine-2-thione). Isolated yield 77.1%. Reaction SMILES: C1(N=C=NC2CCCCC2)CCCCC1.[CH:16]([C:20]1[C:25]([O:26][CH2:27][C:28]([OH:30])=O)=[C:24]([Cl:31])[CH:23]=[C:22]([Cl:32])[CH:21]=1)([CH2:18][CH3:19])[CH3:17].[SH:33][C:34]1[S:35][CH2:36][CH2:37][N:38]=1>CN(C)C1C=CN=CC=1.C(Cl)Cl>[CH:16]([C:20]1[C:25]([O:26][CH2:27][C:28]([N:38]2[CH2:37][CH2:36][S:35][C:34]2=[S:33])=[O:30])=[C:24]([Cl:31])[CH:23]=[C:22]([Cl:32])[CH:21]=1)([CH2:18][CH3:19])[CH3:17]. Procedure: A solution of 8.09 g of dicyclohexylcarbodiimide and 340 mg of 4-dimethylamino-pyridine in 60 ml of methylene chloride was added at -5°/0° C. to a solution of 9.78 g of (6-sec-butyl-2,4-dichloro phenoxy) acetic acid and 4.63 g of 2-mercaptothiazoline in 80 ml of methylene chloride and the mixture was stirred for 10 minutes at 0° C. and for four hours at ambient temperature. After filtering off the insolubles, the filtrate was evaporated to dryness, and the residue was chromatographed on silica (...